From a dataset of the Open Reaction Database (ORD), a public repository of structured organic reaction records. describe an organic reaction: reactants, conditions, products, and yield Reactants: C(C)(C)(C)C=1C=C(C=C(C1O)C(C)(C)C)CC(=O)NC1=CC(=CC(=C1OC(CC1=CC(=C(C(=C1)C(C)(C)C)O)C(C)(C)C)=O)Br)Cl (N,O-Di-(3,5-di-t-butyl-4-hydroxy-phenylacetyl)-6-amino-2-bromo-4-chloro-phenol), C([O-])([O-])=O.[K+].[K+] (potassium carbonate), Cl (HCl). Run in CO (methanol). Product: BrC1=C(C(=CC(=C1)Cl)NC(CC1=CC(=C(C(=C1)C(C)(C)C)O)C(C)(C)C)=O)O (2-Bromo-4-chloro-6-(3,5-di-t-butyl-4-hydroxy-phenylacetyl-amino)-phenol). The yield is 88.9%. Reaction SMILES: [C:1]([C:5]1[CH:6]=[C:7]([CH2:16][C:17]([NH:19][C:20]2[C:25]([O:26]C(=O)CC3C=C(C(C)(C)C)C(O)=C(C(C)(C)C)C=3)=[C:24]([Br:45])[CH:23]=[C:22]([Cl:46])[CH:21]=2)=[O:18])[CH:8]=[C:9]([C:12]([CH3:15])([CH3:14])[CH3:13])[C:10]=1[OH:11])([CH3:4])([CH3:3])[CH3:2].C(=O)([O-])[O-].[K+].[K+].Cl>CO>[Br:45][C:24]1[CH:23]=[C:22]([Cl:46])[CH:21]=[C:20]([NH:19][C:17](=[O:18])[CH2:16][C:7]2[CH:8]=[C:9]([C:12]([CH3:13])([CH3:14])[CH3:15])[C:10]([OH:11])=[C:5]([C:1]([CH3:4])([CH3:3])[CH3:2])[CH:6]=2)[C:25]=1[OH:26] |f:1.2.3|. Reported procedure: A solution of N,O-Di-(3,5-di-t-butyl-4-hydroxy-phenylacetyl)-6-amino-2-bromo-4-chloro-phenol (58.1 g, 89.8 mmol) in methanol (400 ml) and potassium carbonate (24.78 g, 180 mmol) was stirred at room temperature for 10 minutes. The methanol was removed in-vacuo, the residue treated with 2 N HCl (180 ml, 360 mmol), and extracted with ethyl acetate (300 ml). The organics were dried (Na2SO4), evaporated in-vacuo, and the residue suspended in petroleum ether. The precipitate was collected to give 37.4... Reactants: N#N.C(C1=CC=CC=C1)OC(=O)N[C@H]([C@@H](C[C@@]1(N(CCC1)C(C)(C)C)C(=O)N)O)CC1=CC=C(C=C1)OC(C)(C)C (N2 [3(S)-(benzyloxyformamido)-4-(4-tert.butoxyphenyl)-2(R)-hydroxybutyl]-N1 -tert.butyl-L-prolinamide), C(C1=CC=CC=C1)OC(=O)N[C@@H](CC(N)=O)C(=O)O (N-(benzyloxycarbonyl)-L-asparagine). Reagents/catalysts: [Pd] (palladium-on-carbon). The solvent is C(C)O (ethanol). Yields the product N#N.C(C1=CC=CC=C1)OC(=O)N[C@@H](CC(N)=O)C(=O)N[C@H]([C@@H](C[C@@]1(N(CCC1)C(C)(C)C)C(=O)N)O)CC1=CC=C(C=C1)OC(C)(C)C (N2 [3(S)-[[N-(benzyloxycarbonyl)-L-asparaginyl]amino]-4-(4-tert.butoxyphenyl)-2(R)-hydroxybutyl]-N1 -tert.butyl-L-prolinamide). Isolated yield 31.1%. As a reaction SMILES: [N:1]#[N:2].C(O[C:11]([NH:13][C@@H:14]([CH2:30][C:31]1[CH:36]=[CH:35][C:34]([O:37][C:38]([CH3:41])([CH3:40])[CH3:39])=[CH:33][CH:32]=1)[C@H:15]([OH:29])[CH2:16][C@@:17]1([C:26]([NH2:28])=[O:27])[CH2:21][CH2:20][CH2:19][N:18]1[C:22]([CH3:25])([CH3:24])[CH3:23])=[O:12])C1C=CC=CC=1.[CH2:42]([O:49][C:50]([NH:52][C@H:53](C(O)=O)[CH2:54][C:55](=[O:57])[NH2:56])=[O:51])[C:43]1[CH:48]=[CH:47][CH:46]=[CH:45][CH:44]=1>C(O)C.[Pd]>[N:1]#[N:2].[CH2:42]([O:49][C:50]([NH:52][C@H:53]([C:11]([NH:13][C@@H:14]([CH2:30][C:31]1[CH:36]=[CH:35][C:34]([O:37][C:38]([CH3:40])([CH3:39])[CH3:41])=[CH:33][CH:32]=1)[C@H:15]([OH:29])[CH2:16][C@@:17]1([C:26]([NH2:28])=[O:27])[CH2:21][CH2:20][CH2:19][N:18]1[C:22]([CH3:25])([CH3:23])[CH3:24])=[O:12])[CH2:54][C:55](=[O:57])[NH2:56])=[O:51])[C:43]1[CH:44]=[CH:45][CH:46]=[CH:47][CH:48]=1 |f:0.1,5.6|. Procedure details: A solution of 1.58 g of N2 -[3(S)-(benzyloxyformamido)-4-(4-tert.butoxyphenyl)-2(R)-hydroxybutyl]-N1 -tert.butyl-L-prolinamide in 200 ml of ethanol was hydrogenated over 100 mg of 10% palladium-on-carbon for 4 hours. The catalyst was removed by filtration and the filtrate was evaporated to give an oil which was coupled with 0.74 g of N-(benzyloxycarbonyl)-L-asparagine in a manner analogous to that described in Example 1. The crude product was chromatographed on a column of silica gel using 10% m... Starting materials: C(\C=C/C(=O)O)(=O)O (maleic acid), C(C=C)(=O)O (acrylic acid), C(\C=C/C(=O)O)(=O)O (maleic acid), C(C=C)(=O)O (acrylic acid). The product is C(\C=C/C(=O)O)(=O)O.C(C=C)(=O)O (maleic acid acrylic acid). RXN SMILES: [C:1]([OH:8])(=[O:7])/[CH:2]=[CH:3]\[C:4]([OH:6])=[O:5].[C:9]([OH:13])(=[O:12])[CH:10]=[CH2:11]>>[C:1]([OH:8])(=[O:7])/[CH:2]=[CH:3]\[C:4]([OH:6])=[O:5].[C:9]([OH:13])(=[O:12])[CH:10]=[CH2:11] |f:2.3|. Reported procedure: In a copolymer of maleic acid and acrylic acid, maleic acid reacts slower than acrylic acid. The goal of the reaction was to produce a random copolymer with a 50:50 maleic acid-acrylic acid composition. The first step was to complete a test polymerization. The reactor is initially charged with maleic acid which was 50.0 mole percent neutralized, and all of the initiator which consisted of sodium persulfate and a 10 percent hydrogen peroxide solution. An equal molar amount of acrylic acid, 51.9 p... The reactants are COC=1C=CC2=C(SC(=C2C(=O)C2=CC=C(C=C2)OCCOC(C2=CC=CC=C2)=O)C2=CC=C(C=C2)OC)C1 ([6-Methoxy-2-(4-methoxyphenyl)benzo[b]thiophen-3-yl][4-(benzoyloxyethoxy)phenyl]methanone), C(C)S (ethanethiol), [Cl-].[Al+3].[Cl-].[Cl-] (aluminum chloride). Product: OC=1C=CC2=C(SC(=C2C(=O)C2=CC=C(C=C2)OCCOC(C2=CC=CC=C2)=O)C2=CC=C(C=C2)O)C1 ([6-Hydroxy-2-(4-Hydroxyphenyl)benzo[b]thiophen-3-yl][4-(Benzoyloxyethoxy)phenyl]methanone). The yield is 20.0%. Reaction SMILES: C[O:2][C:3]1[CH:4]=[CH:5][C:6]2[C:10]([C:11]([C:13]3[CH:18]=[CH:17][C:16]([O:19][CH2:20][CH2:21][O:22][C:23](=[O:30])[C:24]4[CH:29]=[CH:28][CH:27]=[CH:26][CH:25]=4)=[CH:15][CH:14]=3)=[O:12])=[C:9]([C:31]3[CH:36]=[CH:35][C:34]([O:37]C)=[CH:33][CH:32]=3)[S:8][C:7]=2[CH:39]=1.C(S)C.[Cl-].[Al+3].[Cl-].[Cl-]>>[OH:2][C:3]1[CH:4]=[CH:5][C:6]2[C:10]([C:11]([C:13]3[CH:14]=[CH:15][C:16]([O:19][CH2:20][CH2:21][O:22][C:23](=[O:30])[C:24]4[CH:29]=[CH:28][CH:27]=[CH:26][CH:25]=4)=[CH:17][CH:18]=3)=[O:12])=[C:9]([C:31]3[CH:32]=[CH:33][C:34]([OH:37])=[CH:35][CH:36]=3)[S:8][C:7]=2[CH:39]=1 |f:2.3.4.5|. Procedure: [6-Methoxy-2-(4-methoxyphenyl)benzo[b]thiophen-3-yl][4-(benzoyloxyethoxy)phenyl]methanone (1.14 g, 2.10 mmol) was converted to the title compound by the procedure of Example 3 using 400 mg (7.0 mmol) of ethanethiol and 920 mg (7.0 mmol) of aluminum chloride. Reactants: Cl[Si](C)(C)C (chlorotrimethylsilane), C(C)(C)NC(OC=1C=C2C=CN(C2=CC1)C(C)CCC)=O (1-(pentan-2-yl)-1H-indol-5-yl isopropylcarbamate), CN(C)CCN(C)C (TMEDA), ice, [Si](C)(C)(C(C)(C)C)OS(=O)(=O)C(F)(F)F (TBSOTf), [Li]CCCC (n-BuLi), CN(C)CCN(C)C (TMEDA). Run in CCOCC (Et2O), C1CCOC1 (THF), CCCCC (n-pentane). Run at temperature 0 celsius. The product is C(C)(C)NC(OC=1C(=C2C=CN(C2=CC1)C(C)CCC)[Si](C)(C)C)=O (4-(trimethylsilyl)-1-(pentan-2-yl)-1H-indol-5-yl isopropylcarbamate), liquid. Yield: 86.0%. Reaction SMILES: [CH:1]([NH:4][C:5](=[O:21])[O:6][C:7]1[CH:8]=[C:9]2[C:13](=[CH:14][CH:15]=1)[N:12]([CH:16]([CH2:18][CH2:19][CH3:20])[CH3:17])[CH:11]=[CH:10]2)([CH3:3])[CH3:2].CN(CCN(C)C)C.[Si:30](OS(C(F)(F)F)(=O)=O)([C:33](C)(C)C)([CH3:32])[CH3:31].[Li]CCCC.Cl[Si](C)(C)C>CCOCC.C1COCC1.CCCCC>[CH:1]([NH:4][C:5](=[O:21])[O:6][C:7]1[C:8]([Si:30]([CH3:33])([CH3:32])[CH3:31])=[C:9]2[C:13](=[CH:14][CH:15]=1)[N:12]([CH:16]([CH2:18][CH2:19][CH3:20])[CH3:17])[CH:11]=[CH:10]2)([CH3:3])[CH3:2]. Procedure: To a stirred solution of 1-(pentan-2-yl)-1H-indol-5-yl isopropylcarbamate (11) (5.752 g, 19.9 mmol, 1.0 equiv.) in Et2O (143 mL) and THF (48 mL) was added TMEDA (4.19 mL, 27.9 mmol, 1.4 equiv.), and the solution was cooled to 0° C. Then, a solution of TBSOTf (5.50 mL, 23.9 mmol, 1.2 equiv.) in n-pentane (16 mL) was added, and the reaction mixture was left to stir for 5 minutes at 0° C., at which point the ice bath was removed and the reaction was stirred for 45 additional minutes. TMEDA (8.97 mL... Starting materials: COC(=O)CCC(=O)c1cn(Cc2ccc(Cl)nc2)c2ccc(Cl)cc12, CO, Cc1ccccc1, [Na+], [Na+], O=C([O-])[O-], [Pd], c1ccc(P(c2ccccc2)c2ccccc2)cc1, c1ccc(P(c2ccccc2)c2ccccc2)cc1, c1ccc(P(c2ccccc2)c2ccccc2)cc1, c1ccc(P(c2ccccc2)c2ccccc2)cc1, OB(O)c1cccc2c1oc1ccccc12. Yields the product COC(=O)CCC(=O)c1cn(Cc2ccc(-c3cccc4c3oc3ccccc34)nc2)c2ccc(Cl)cc12. RXN SMILES: [CH3:17][O:18][C:19]([CH2:20][CH2:21][C:22](=[O:23])[c:24]1[cH:25][n:26]([CH2:34][c:35]2[cH:36][n:37][c:38]([Cl:41])[cH:39][cH:40]2)[c:27]2[cH:28][cH:29][c:30]([Cl:33])[cH:31][c:32]12)=[O:42].[CH3:49][OH:50].[CH3:51][c:52]1[cH:53][cH:54][cH:55][cH:56][cH:57]1.[Na+:43].[Na+:44].[O-:45][C:46](=[O:47])[O-:48].[Pd:58].[c:116]1([P:117]([c:118]2[cH:119][cH:120][cH:121][cH:122][cH:123]2)[c:124]2[cH:125][cH:126][cH:127][cH:128][cH:129]2)[cH:130][cH:131][cH:132][cH:133][cH:134]1.[c:59]1([P:60]([c:61]2[cH:62][cH:63][cH:64][cH:65][cH:66]2)[c:67]2[cH:68][cH:69][cH:70][cH:71][cH:72]2)[cH:73][cH:74][cH:75][cH:76][cH:77]1.[c:78]1([P:79]([c:80]2[cH:81][cH:82][cH:83][cH:84][cH:85]2)[c:86]2[cH:87][cH:88][cH:89][cH:90][cH:91]2)[cH:92][cH:93][cH:94][cH:95][cH:96]1.[c:97]1([P:98]([c:99]2[cH:100][cH:101][cH:102][cH:103][cH:104]2)[c:105]2[cH:106][cH:107][cH:108][cH:109][cH:110]2)[cH:111][cH:112][cH:113][cH:114][cH:115]1.[cH:1]1[cH:2][cH:3][c:4]([B:14]([OH:15])[OH:16])[c:5]2[o:6][c:7]3[c:8]([c:9]12)[cH:10][cH:11][cH:12][cH:13]3>>[cH:1]1[cH:2][cH:3][c:4](-[c:38]2[n:37][cH:36][c:35]([CH2:34][n:26]3[cH:25][c:24]([C:22]([CH2:21][CH2:20][C:19]([O:18][CH3:17])=[O:42])=[O:23])[c:32]4[c:27]3[cH:28][cH:29][c:30]([Cl:33])[cH:31]4)[cH:40][cH:39]2)[c:5]2[o:6][c:7]3[c:8]([c:9]12)[cH:10][cH:11][cH:12][cH:13]3. Reactants: ClC1=C(C=CC(=C1)N(S(=O)(=O)C)C1=CC2=C(C(=C(O2)C2=CC=C(C=C2)F)C(NC)=O)C=C1C1CC1)B(O)O ((2-chloro-4-(N-(5-cyclopropyl-2-(4-fluorophenyl)-3-(methylcarbamoyl)benzofuran-6-yl)methylsulfonamido)phenyl)boronic acid), OCC(C)(CO)CO (1,1,1-tris(hydroxymethyl)ethane), CC(C)([O-])C.[K+].C1CCOC1 (potassium t-butoxide THF). Run in C1CCOC1 (THF). Product: [K+].ClC1=C(C=CC(=C1)N(S(=O)(=O)C)C1=CC2=C(C(=C(O2)C2=CC=C(C=C2)F)C(NC)=O)C=C1C1CC1)[B-]12OCC(CO1)(CO2)C (1-(2-Chloro-4-(N-(5-cyclopropyl-2-(4-fluorophenyl)-3-(methylcarbamoyl)benzofuran-6-yl)methylsulfonamido)phenyl)-4-methyl-2,6,7-trioxa-1-borabicyclo[2.2.2]octan-1-uide potassium salt). As a reaction SMILES: [Cl:1][C:2]1[CH:7]=[C:6]([N:8]([C:13]2[C:32]([CH:33]3[CH2:35][CH2:34]3)=[CH:31][C:16]3[C:17]([C:27](=[O:30])[NH:28][CH3:29])=[C:18]([C:20]4[CH:25]=[CH:24][C:23]([F:26])=[CH:22][CH:21]=4)[O:19][C:15]=3[CH:14]=2)[S:9]([CH3:12])(=[O:11])=[O:10])[CH:5]=[CH:4][C:3]=1[B:36]([OH:38])[OH:37].[OH:39][CH2:40][C:41]([CH2:45]O)([CH2:43]O)[CH3:42].CC(C)([O-])C.[K+:52].C1COCC1>C1COCC1>[K+:52].[Cl:1][C:2]1[CH:7]=[C:6]([N:8]([C:13]2[C:32]([CH:33]3[CH2:35][CH2:34]3)=[CH:31][C:16]3[C:17]([C:27](=[O:30])[NH:28][CH3:29])=[C:18]([C:20]4[CH:21]=[CH:22][C:23]([F:26])=[CH:24][CH:25]=4)[O:19][C:15]=3[CH:14]=2)[S:9]([CH3:12])(=[O:11])=[O:10])[CH:5]=[CH:4][C:3]=1[B-:36]12[O:39][CH2:40][C:41]([CH3:45])([CH2:43][O:37]1)[CH2:42][O:38]2 |f:2.3.4,6.7|. Procedure: To a stirred solution of (2-chloro-4-(N-(5-cyclopropyl-2-(4-fluorophenyl)-3-(methylcarbamoyl)benzofuran-6-yl)methylsulfonamido)phenyl)boronic acid (0.0750 g, 0.135 mmol) and 1,1,1-tris(hydroxymethyl)ethane (0.0180 g, 0.148 mmol) in anhydrous THF (6 mL) was added activated 3 angstrom molecular sieves (0.400 g). The resulting mixture was heated to reflux for 4 hours and cooled to RT. The mixture was filtered to remove solids and the filtrate concentrated to dryness at reduced pressure. The residue...